Dataset: the Open Reaction Database (ORD), a public repository of structured organic reaction records. Task: describe an organic reaction: reactants, conditions, products, and yield Starting materials: [Si](C1=CC=CC=C1)(C1=CC=CC=C1)(C(C)(C)C)OC1CN(C1)C=1OC=C(N1)C(N[C@H]1CN(CC1)C(=O)OCC1=CC=C(C=C1)[N+](=O)[O-])=O (3-t-butyldiphenylsilyloxy-1-(4-[(3R)-1-(p-nitrobenzyloxycarbonyl)-pyrrolidin-3-ylcarbamoyl]-1,3-oxazol-2-yl}azetidine), C(C)(=O)O (acetic acid), [F-].C(CCC)[N+](CCCC)(CCCC)CCCC (tetra-n-butylammonium fluoride). The solvent is O1CCCC1 (tetrahydrofuran), O1CCCC1 (tetrahydrofuran). Conditions: time 8 hour. Product: OC1CN(C1)C=1OC=C(N1)C(N[C@H]1CN(CC1)C(=O)OCC1=CC=C(C=C1)[N+](=O)[O-])=O (3-hydroxy-1-{4-[(3R)-1-(p-nitrobenzyloxycarbonyl)pyrrolidin-3-ylcarbamoyl]-1,3-oxazol-2-yl}azetidine). Yield: 97.1%. RXN SMILES: [Si]([O:18][CH:19]1[CH2:22][N:21]([C:23]2[O:24][CH:25]=[C:26]([C:28](=[O:48])[NH:29][C@@H:30]3[CH2:34][CH2:33][N:32]([C:35]([O:37][CH2:38][C:39]4[CH:44]=[CH:43][C:42]([N+:45]([O-:47])=[O:46])=[CH:41][CH:40]=4)=[O:36])[CH2:31]3)[N:27]=2)[CH2:20]1)(C(C)(C)C)(C1C=CC=CC=1)C1C=CC=CC=1.C(O)(=O)C.[F-].C([N+](CCCC)(CCCC)CCCC)CCC>O1CCCC1>[OH:18][CH:19]1[CH2:20][N:21]([C:23]2[O:24][CH:25]=[C:26]([C:28](=[O:48])[NH:29][C@@H:30]3[CH2:34][CH2:33][N:32]([C:35]([O:37][CH2:38][C:39]4[CH:44]=[CH:43][C:42]([N+:45]([O-:47])=[O:46])=[CH:41][CH:40]=4)=[O:36])[CH2:31]3)[N:27]=2)[CH2:22]1 |f:2.3|. Procedure: To a solution of 3-t-butyldiphenylsilyloxy-1-(4-[(3R)-1-(p-nitrobenzyloxycarbonyl)-pyrrolidin-3-ylcarbamoyl]-1,3-oxazol-2-yl}azetidine (810 mg, 1.21 mmol) (obtained as described in Reference Example 77(1)) in anhydrous tetrahydrofuran (40 ml) was added a solution of acetic acid (83 μl, 1.45 mmol) and 1.0 M tetra-n-butylammonium fluoride in tetrahydrofuran (1.45 ml, 1.45 mmol) in an ice bath and the mixture was stirred in an ice bath overnight. After checking the completion of the reaction, the r...